describe an organic reaction: reactants, conditions, products, and yield From a dataset of the Open Reaction Database (ORD), a public repository of structured organic reaction records. The reactants are OC1=CC=NC=C1C(=O)O (4-hydroxynicotinic acid), [H-].[Na+] (sodium hydride), C(#N)C1=CC=C(CBr)C=C1 (4-cyanobenzyl bromide). Run in O (water), CN(C)C=O (DMF), CN(C)C=O (DMF). Reaction conditions: time 10 minute. Yields the product C(#N)C1=CC=C(CN2C=C(C(C=C2)=O)C(=O)O)C=C1 (1-(4-Cyano-benzyl)-4-oxo-1,4-dihydro-pyridine-3-carboxylic acid). Reaction SMILES: [OH:1][C:2]1[C:7]([C:8]([OH:10])=[O:9])=[CH:6][N:5]=[CH:4][CH:3]=1.[H-].[Na+].[C:13]([C:15]1[CH:22]=[CH:21][C:18]([CH2:19]Br)=[CH:17][CH:16]=1)#[N:14]>CN(C=O)C.O>[C:13]([C:15]1[CH:22]=[CH:21][C:18]([CH2:19][N:5]2[CH:4]=[CH:3][C:2](=[O:1])[C:7]([C:8]([OH:10])=[O:9])=[CH:6]2)=[CH:17][CH:16]=1)#[N:14] |f:1.2|. Procedure: To a solution of 4-hydroxynicotinic acid (2.00 g, 14.4 mmol) in DMF (30 mL) is added sodium hydride (0.62 g, 55% dispersion in mineral oil, 14.2 mmol). After stirring for 10 min at room temperature, 4-cyanobenzyl bromide (2.88 g, 14.7 mmol) is added. After stirring for 2 h at room temperature, DMF (15 mL) is added and the reaction mixture is diluted with water. The formed precipitate is filtered off and dried. Yield: 2.57 g (56% of theory); ESI mass spectrum: [M+H]+=255; Retention time HPLC: 0.6... Starting materials: S(=O)(Cl)Cl (thionyl chloride), ClC1=C(C(=NN1C1=CC=CC=C1)C1=CC=C(C=C1)Cl)CO (5-chloro-3-p-chlorophenyl-4-hydroxymethyl-1-phenyl-pyrazole). Solvent: C1=CC=CC=C1 (benzene). Reaction conditions: time 30 minute. Product: ClC1=C(C(=NN1C1=CC=CC=C1)C1=CC=C(C=C1)Cl)CCl (5-Chloro-4-chloromethyl-3-p-chlorophenyl-1-phenyl-pyrazole). Yield: 98.5%. Reaction SMILES: S(Cl)([Cl:3])=O.[Cl:5][C:6]1[N:10]([C:11]2[CH:16]=[CH:15][CH:14]=[CH:13][CH:12]=2)[N:9]=[C:8]([C:17]2[CH:22]=[CH:21][C:20]([Cl:23])=[CH:19][CH:18]=2)[C:7]=1[CH2:24]O>C1C=CC=CC=1>[Cl:5][C:6]1[N:10]([C:11]2[CH:16]=[CH:15][CH:14]=[CH:13][CH:12]=2)[N:9]=[C:8]([C:17]2[CH:22]=[CH:21][C:20]([Cl:23])=[CH:19][CH:18]=2)[C:7]=1[CH2:24][Cl:3]. Procedure details: 17.6 g of thionyl chloride are added to a suspension of 45 g of 5-chloro-3-p-chlorophenyl-4-hydroxymethyl-1-phenyl-pyrazole in 45 ml of benzene, there being a considerable evolution of gas and solution occurs. Following this heating is carried out for 30 minutes at boiling point for completion of the reaction. The solvent is distilled off in vacuo and this operation is carried out with the addition of benzene. The residue is caused to crystallise with the help of petroleum ether. 5-Chloro-4-chlo...